describe an organic reaction: reactants, conditions, products, and yield From a dataset of the Open Reaction Database (ORD), a public repository of structured organic reaction records. The reactants are C(C)(C)(C)OC(=O)N1CCN(CC1)C1=NC2=CC=CC=C2CN1CC1=C(C=CC=C1)OC (tert-butyl-4-[3-(2-methoxybenzyl)-3,4-dihydroquinazolin-2-yl]piperazine 1-carboxylate), Cl (HCl). The solvent is O1CCOCC1 (dioxane). Yields the product COC1=C(CN2C(=NC3=CC=CC=C3C2)N2CCNCC2)C=CC=C1 (3-(2-methoxybenzyl)-2-piperazin-1-yl-3,4-dihydroquinazoline). Reaction SMILES: C(OC([N:8]1[CH2:13][CH2:12][N:11]([C:14]2[N:23]([CH2:24][C:25]3[CH:30]=[CH:29][CH:28]=[CH:27][C:26]=3[O:31][CH3:32])[CH2:22][C:21]3[C:16](=[CH:17][CH:18]=[CH:19][CH:20]=3)[N:15]=2)[CH2:10][CH2:9]1)=O)(C)(C)C.Cl>O1CCOCC1>[CH3:32][O:31][C:26]1[CH:27]=[CH:28][CH:29]=[CH:30][C:25]=1[CH2:24][N:23]1[CH2:22][C:21]2[C:16](=[CH:17][CH:18]=[CH:19][CH:20]=2)[N:15]=[C:14]1[N:11]1[CH2:10][CH2:9][NH:8][CH2:13][CH2:12]1. Procedure: Splitting off the Boc group starting from 5.16 g tert-butyl-4-[3-(2-methoxybenzyl)-3,4-dihydroquinazolin-2-yl]piperazine 1-carboxylate with 4N HCl in dioxane and basic workup yielded the desired product: 3.24 g.